This data is from the Open Reaction Database (ORD), a public repository of structured organic reaction records. The task is: describe an organic reaction: reactants, conditions, products, and yield Reactants: FC1=CC=C(C=C1)C(C1CCNCC1)(O)C1=CC=C(C=C1)F (4-[bis(4-fluorophenyl)hydroxymethyl]piperidine), BrCCCN1C(NC2=C1C=CC=C2)=O (1-(1-bromo-3-propyl)-1,3-dihydro-2(2H)-benzimidazolone), C(=O)([O-])[O-].[Na+].[Na+] (Na2CO3), [Na+].[I-] (NaI). Solvent: C(C(C)C)C(=O)C (methyl isobutyl ketone). Yields the product FC1=CC=C(C=C1)C(C1CCN(CC1)CCCN1C(NC2=C1C=CC=C2)=O)(O)C2=CC=C(C=C2)F (1-[3-[4-[Bis-(4-fluorophenyl)hydroxymethyl]piperidinyl]propyl]-1,3-dihydro-2(2H)-benzimidazolone). Reaction SMILES: [F:1][C:2]1[CH:7]=[CH:6][C:5]([C:8]([C:16]2[CH:21]=[CH:20][C:19]([F:22])=[CH:18][CH:17]=2)([OH:15])[CH:9]2[CH2:14][CH2:13][NH:12][CH2:11][CH2:10]2)=[CH:4][CH:3]=1.Br[CH2:24][CH2:25][CH2:26][N:27]1[C:31]2[CH:32]=[CH:33][CH:34]=[CH:35][C:30]=2[NH:29][C:28]1=[O:36].C([O-])([O-])=O.[Na+].[Na+].[Na+].[I-]>C(C(C)=O)C(C)C>[F:1][C:2]1[CH:7]=[CH:6][C:5]([C:8]([C:16]2[CH:17]=[CH:18][C:19]([F:22])=[CH:20][CH:21]=2)([OH:15])[CH:9]2[CH2:10][CH2:11][N:12]([CH2:24][CH2:25][CH2:26][N:27]3[C:31]4[CH:32]=[CH:33][CH:34]=[CH:35][C:30]=4[NH:29][C:28]3=[O:36])[CH2:13][CH2:14]2)=[CH:4][CH:3]=1 |f:2.3.4,5.6|. Reported procedure: 2.1 g (0.007 mole) of 4-[bis(4-fluorophenyl)hydroxymethyl]piperidine, 1.8 g (0.007 mole) of 1-(1-bromo-3-propyl)-1,3-dihydro-2(2H)-benzimidazolone, 0.85 g (0.008 mole) of Na2CO3 and a few crystals of NaI are heated for 5 h at reflux temperature in 60 ml of methyl isobutyl ketone. The solvent is evaporated off, the residue is taken up with a mixture of water and CH2Cl2, and the organic phase is dried and evaporated down. A solid residue is obtained which is chromatographed on a column of silica (... Reactants: CC1=CC=CC(=C1C(=O)O)NC([C@@H](N)C(C)C)=O (6-methyl-2-(L-valylamino)benzoic acid), CN1CCOCC1 (N-methylmorpholine), C(C1=CC=CC=C1)OC(=O)N1[C@H](C(=O)O)CCC1 (N-benzyloxycarbonyl-L-proline), CN1CCOCC1 (N-methylmorpholine), ClC(=O)OCC(C)C (Isobutyl chloroformate), Cl (hydrochloric acid), resultant solution. Solvent: CN(C=O)C (N,N-dimethylformamide), C(C)(=O)OCC (ethyl acetate), O1CCCC1 (tetrahydrofuran). Conditions: time 9 minute. Yields the product C(C1=CC=CC=C1)OC(=O)N1[C@H](C(=O)N[C@@H](C(C)C)C(=O)NC2=C(C(=O)O)C(=CC=C2)C)CCC1 (2-(N-benzyloxycarbonyl-L-prolyl-L-valyl)amino-6-methylbenzoic acid). Yield: 73.9%. Reaction SMILES: ClC(OCC(C)C)=O.[CH2:9]([O:16][C:17]([N:19]1[CH2:26][CH2:25][CH2:24][C@H:20]1[C:21]([OH:23])=O)=[O:18])[C:10]1[CH:15]=[CH:14][CH:13]=[CH:12][CH:11]=1.CN1CCOCC1.[CH3:34][C:35]1[C:40]([C:41]([OH:43])=[O:42])=[C:39]([NH:44][C:45](=[O:51])[C@H:46]([CH:48]([CH3:50])[CH3:49])[NH2:47])[CH:38]=[CH:37][CH:36]=1.Cl>C(OCC)(=O)C.CN(C)C=O.O1CCCC1>[CH2:9]([O:16][C:17]([N:19]1[CH2:26][CH2:25][CH2:24][C@H:20]1[C:21]([NH:47][C@H:46]([C:45]([NH:44][C:39]1[CH:38]=[CH:37][CH:36]=[C:35]([CH3:34])[C:40]=1[C:41]([OH:43])=[O:42])=[O:51])[CH:48]([CH3:50])[CH3:49])=[O:23])=[O:18])[C:10]1[CH:11]=[CH:12][CH:13]=[CH:14][CH:15]=1. Procedure details: Isobutyl chloroformate (0.1 ml) was added dropwise to a tetrahydrofuran solution (2.5 ml) containing N-benzyloxycarbonyl-L-proline (229 mg) and N-methylmorpholine (0.1 ml) at -12° C. to -18° C., and the mixture was stirred at this temperature for nine minutes. An N,N-dimethylformamide solution (1.5 ml) containing 6-methyl-2-(L-valylamino)benzoic acid (142 mg) and N-methylmorpholine (0.075 ml) was added dropwise to the above solution at -15° C., and the resultant solution was stirred at this temp... The reactants are CS(=O)(=O)OCCC1=C(C(=C(C=C1)C#N)OC)Cl (2-(2-chloro-4-cyano-3-methoxyphenyl)ethyl methanesulfonate), C1CCC2=NCCCN2CC1 (DBU), ethyl acetate hexanes. Run in C(Cl)Cl (DCM), C(CC(O)(C(=O)O)CC(=O)O)(=O)O (citric acid), C(Cl)Cl (DCM). Run at temperature 40 celsius, time 8 hour. The product is ClC1=C(C=CC(=C1OC)C#N)C=C ((2-Chloro-4-cyano-3-methoxyphenyl)ethylene). Reaction SMILES: CS(O[CH2:6][CH2:7][C:8]1[CH:13]=[CH:12][C:11]([C:14]#[N:15])=[C:10]([O:16][CH3:17])[C:9]=1[Cl:18])(=O)=O.C1CCN2C(=NCCC2)CC1>C(Cl)Cl.C(O)(=O)CC(CC(O)=O)(C(O)=O)O>[Cl:18][C:9]1[C:10]([O:16][CH3:17])=[C:11]([C:14]#[N:15])[CH:12]=[CH:13][C:8]=1[CH:7]=[CH2:6]. Procedure details: A solution of 2-(2-chloro-4-cyano-3-methoxyphenyl)ethyl methanesulfonate (207 mg, 0.714 mmol) in DCM (4 mL) was treated with DBU (0.538 mL, 3.57 mmol) and stirred overnight at 40° C. TLC (50% ethyl acetate/hexanes) showed complete conversion to a faster intense UV band for product. The reaction was then diluted with DCM and aq. citric acid and the mixture was extracted twice with DCM. The organic layers were washed with brine, dried over sodium sulfate and concentrated in vacuo. Purification of ... The reactants are Br (HBr), B(Br)(Br)Br (BBr3), COC1=CC=C(C=C1)C2CC(=O)C3=C(C(=C(C=C3O2)OC)C4=C(C=CC(=C4)C5CC(=O)C6=C(C=C(C=C6O5)OC)OC)OC)OC (robustaflavone hexamethyl ether), B(Br)(Br)Br (BBr3), B(Br)(Br)Br (BBr3), B(Cl)(Cl)Cl (BCl3), I (HI), Br (HBr), B(Br)(Br)Br (BBr3). Solvent: CC(=O)O (HOAc), C(Cl)(Cl)Cl (CHCl3). The product is C1=CC(=CC=C1C2=CC(=O)C3=C(C=C(C(=C3O)C=4C=C(C=CC4O)C5=CC(=O)C=6C(=CC(=CC6O5)O)O)O)O2)O (robustaflavone). The yield is 30.0%. As a reaction SMILES: Br.I.C[O:4][C:5]1[CH:10]=[CH:9][C:8]([CH:11]2[O:21][C:20]3[C:15](=[C:16]([O:47]C)[C:17]([C:24]4[CH:29]=[C:28]([CH:30]5[O:40][C:39]6[C:34](=[C:35]([O:43]C)[CH:36]=[C:37]([O:41]C)[CH:38]=6)[C:32](=[O:33])[CH2:31]5)[CH:27]=[CH:26][C:25]=4[O:45]C)=[C:18]([O:22]C)[CH:19]=3)[C:13](=[O:14])[CH2:12]2)=[CH:7][CH:6]=1.B(Br)(Br)Br.B(Cl)(Cl)Cl>CC(O)=O.C(Cl)(Cl)Cl>[CH:7]1[C:8]([C:11]2[O:21][C:20]3[CH:19]=[C:18]([OH:22])[C:17]([C:24]4[CH:29]=[C:28]([C:30]5[O:40][C:39]6[CH:38]=[C:37]([OH:41])[CH:36]=[C:35]([OH:43])[C:34]=6[C:32](=[O:33])[CH:31]=5)[CH:27]=[CH:26][C:25]=4[OH:45])=[C:16]([OH:47])[C:15]=3[C:13](=[O:14])[CH:12]=2)=[CH:9][CH:10]=[C:5]([OH:4])[CH:6]=1. Reported procedure: Deprotection of 10 was initially attempted using standard mineral acid conditions, such as HBr and HI. In all cases, the use of mineral acids resulted in Wessely-Moser rearrangement21, and amentoflavone was the major product isolated. Similar results were obtained using aqueous (HBr and HI) or anhydrous (HBr in HOAc) conditions. Complete demethylation of 10 was achieved by treatment with between about 8 and about 15 equiv BBr3, preferably 12 equivalents BBr3, in a suitable solvent, e.g., CHCl3 a... Starting materials: S1C=CC2=C1C=CC(=C2)C(CCC#N)C2=CNC1=C(C=CC=C21)CSC (4-(1-Benzothiophen-5-yl)-4-{7-[(methylsulfanyl)methyl]-1H-indol-3-yl}butanonitrile), FC1=CC=C2C(=CNC2=C1CS(=O)(=O)C)C(CCC#N)C1=CC=C(C=C1)C(F)(F)F (4-{6-Fluoro-7-[(methylsulfonyl)methyl]-1H-indol-3-yl}-4-[4-(trifluoromethyl)phenyl]butanonitrile). Product: S1C=CC2=C1C=CC(=C2)C(CCC#N)C2=CNC1=C(C=CC=C21)CS(=O)(=O)C (4-(1-Benzothiophen-5-yl)-4-{7-[(methylsulfonyl)methyl]-1H-indol-3-yl}butanonitrile). As a reaction SMILES: [S:1]1C2C=CC(C(C3C4C(=C(CSC)C=CC=4)NC=3)CCC#N)=CC=2[CH:3]=[CH:2]1.F[C:28]1[C:36]([CH2:37][S:38]([CH3:41])(=[O:40])=[O:39])=[C:35]2[C:31]([C:32]([CH:42]([C:47]3[CH:52]=[CH:51][C:50](C(F)(F)F)=[CH:49][CH:48]=3)[CH2:43][CH2:44][C:45]#[N:46])=[CH:33][NH:34]2)=[CH:30][CH:29]=1>>[S:1]1[C:50]2[CH:51]=[CH:52][C:47]([CH:42]([C:32]3[C:31]4[C:35](=[C:36]([CH2:37][S:38]([CH3:41])(=[O:40])=[O:39])[CH:28]=[CH:29][CH:30]=4)[NH:34][CH:33]=3)[CH2:43][CH2:44][C:45]#[N:46])=[CH:48][C:49]=2[CH:3]=[CH:2]1. Reported procedure: The title compound was prepared starting from 284 mg (0.75 mmol) of the compound from Example 52 in analogy to the synthesis of the compound from Example 72. 409 mg (54% of theory) of the target compound were obtained. Starting materials: C1CCOC1, COC(=O)Cc1cccc(OCCCN(Cc2cccc(C(F)(F)F)c2Cl)CC(C)c2ccccc2)c1, CC(=O)O, CCOC(C)=O, [Li+], [OH-], O. Product: CC(CN(CCCOc1cccc(CC(=O)O)c1)Cc1cccc(C(F)(F)F)c1Cl)c1ccccc1. Reaction SMILES: [CH2:50]1[O:51][CH2:52][CH2:53][CH2:54]1.[CH3:1][O:2][C:3]([CH2:4][c:5]1[cH:6][c:7]([O:11][CH2:12][CH2:13][CH2:14][N:15]([CH2:16][CH:17]([CH3:18])[c:19]2[cH:20][cH:21][cH:22][cH:23][cH:24]2)[CH2:25][c:26]2[c:27]([Cl:36])[c:28]([C:32]([F:33])([F:34])[F:35])[cH:29][cH:30][cH:31]2)[cH:8][cH:9][cH:10]1)=[O:37].[CH3:40][C:41](=[O:42])[OH:43].[CH3:44][CH2:45][O:46][C:47](=[O:48])[CH3:49].[Li+:39].[OH-:38].[OH2:55]>>[O:2]=[C:3]([CH2:4][c:5]1[cH:6][c:7]([O:11][CH2:12][CH2:13][CH2:14][N:15]([CH2:16][CH:17]([CH3:18])[c:19]2[cH:20][cH:21][cH:22][cH:23][cH:24]2)[CH2:25][c:26]2[c:27]([Cl:36])[c:28]([C:32]([F:33])([F:34])[F:35])[cH:29][cH:30][cH:31]2)[cH:8][cH:9][cH:10]1)[OH:37]. Starting materials: CCOC(=O)N=C=S, Nc1ncccc1-c1ccc(F)cc1, C1COCCO1. Yields the product CCOC(=O)NC(=S)Nc1ncccc1-c1ccc(F)cc1. RXN SMILES: [CH2:15]([CH3:16])[O:17][C:18](=[O:19])[N:20]=[C:21]=[S:22].[F:1][c:2]1[cH:3][cH:4][c:5](-[c:8]2[c:9]([NH2:14])[n:10][cH:11][cH:12][cH:13]2)[cH:6][cH:7]1.[O:23]1[CH2:24][CH2:25][O:26][CH2:27][CH2:28]1>>[F:1][c:2]1[cH:3][cH:4][c:5](-[c:8]2[c:9]([NH:14][C:21]([NH:20][C:18]([O:17][CH2:15][CH3:16])=[O:19])=[S:22])[n:10][cH:11][cH:12][cH:13]2)[cH:6][cH:7]1. Starting materials: O=C1CCC(=O)N1Br, O=C(OOC(=O)c1ccccc1)c1ccccc1, Cc1ccc(S(=O)(=O)Cl)cc1, CC(Cl)CCl. Product: O=S(=O)(Cl)c1ccc(CBr)cc1. RXN SMILES: [Br:30][N:31]1[C:32](=[O:33])[CH2:34][CH2:35][C:36]1=[O:37].[C:1]([O:2][O:3][C:4](=[O:5])[c:6]1[cH:7][cH:8][cH:9][cH:10][cH:11]1)(=[O:12])[c:13]1[cH:14][cH:15][cH:16][cH:17][cH:18]1.[CH3:19][c:20]1[cH:21][cH:22][c:23]([S:26](=[O:27])(=[O:28])[Cl:29])[cH:24][cH:25]1.[Cl:38][CH2:39][CH:40]([Cl:41])[CH3:42]>>[CH2:19]([c:20]1[cH:21][cH:22][c:23]([S:26](=[O:27])(=[O:28])[Cl:29])[cH:24][cH:25]1)[Br:30].